This data is from the Open Reaction Database (ORD), a public repository of structured organic reaction records. The task is: describe an organic reaction: reactants, conditions, products, and yield Starting materials: Cl, COCCOc1cnc2[nH]cc([N+](=O)[O-])c2c1F, [Na+], [OH-], Cl[Sn]Cl. Yields the product COCCOc1cnc2[nH]cc(N)c2c1F. Reaction SMILES: [ClH:24].[F:4][c:5]1[c:6]2[c:7]([n:8][cH:9][c:10]1[O:11][CH2:12][CH2:13][O:14][CH3:15])[nH:16][cH:17][c:18]2[N+:19]([O-:20])=[O:21].[Na+:23].[OH-:22].[Sn:1]([Cl:2])[Cl:3]>>[F:4][c:5]1[c:6]2[c:7]([n:8][cH:9][c:10]1[O:11][CH2:12][CH2:13][O:14][CH3:15])[nH:16][cH:17][c:18]2[NH2:19]. Reaction SMILES: [CH:1]1([S:4](=[O:5])(=[O:6])[N:7]2[CH2:8][CH2:9][N:10]([c:13]3[cH:14][cH:15][c:16]([N:19]4[CH2:20][CH2:21][N:22]([C:29]([OH:30])=[O:31])[c:23]5[cH:24][cH:25][cH:26][cH:27][c:28]54)[n:17][cH:18]3)[CH2:11][CH2:12]2)[CH2:2][CH2:3]1.[Cl:44][CH2:45][Cl:46].[ClH:32].[Na+:37].[O-:33][C:34]([OH:35])=[O:36].[O:38]1[CH2:39][CH2:40][O:41][CH2:42][CH2:43]1>>[CH:1]1([S:4](=[O:5])(=[O:6])[N:7]2[CH2:8][CH2:9][N:10]([c:13]3[cH:14][cH:15][c:16]([N:19]4[CH2:20][CH2:21][NH:22][c:23]5[cH:24][cH:25][cH:26][cH:27][c:28]54)[n:17][cH:18]3)[CH2:11][CH2:12]2)[CH2:2][CH2:3]1. Product: O=S(=O)(C1CC1)N1CCN(c2ccc(N3CCNc4ccccc43)nc2)CC1. Starting materials: O=C(O)N1CCN(c2ccc(N3CCN(S(=O)(=O)C4CC4)CC3)cn2)c2ccccc21, ClCCl, Cl, [Na+], O=C([O-])O, C1COCCO1. Reactants: CC#N, NC(=O)Cn1c(-c2ccc(Cl)cc2)nc2cccnc21, S=P12SP3(=S)SP(=S)(S1)SP(=S)(S2)S3. Reaction SMILES: [CH3:35][C:36]#[N:37].[Cl:1][c:2]1[cH:3][cH:4][c:5](-[c:8]2[n:9][c:10]3[c:11]([n:12][cH:13][cH:14][cH:15]3)[n:16]2[CH2:17][C:18](=[O:19])[NH2:20])[cH:6][cH:7]1.[P:21]12(=[S:22])[S:23][P:24]3(=[S:34])[S:25][P:26](=[S:32])([S:27][P:28](=[S:31])([S:29]3)[S:30]1)[S:33]2>>[Cl:1][c:2]1[cH:3][cH:4][c:5](-[c:8]2[n:9][c:10]3[c:11]([n:12][cH:13][cH:14][cH:15]3)[n:16]2[CH2:17][C:18]([NH2:20])=[S:22])[cH:6][cH:7]1. Yields the product NC(=S)Cn1c(-c2ccc(Cl)cc2)nc2cccnc21.